From a dataset of the Open Reaction Database (ORD), a public repository of structured organic reaction records. describe an organic reaction: reactants, conditions, products, and yield Starting materials: CC1=CC=CC=2NC(=NC21)SCC2=C(C=CC=C2)N (2-[[(4-Methyl-1H-benzimidazol-2-yl)thio]methyl]benzenamine), O (H2O). Yields the product O.CC1=CC=CC=2NC(=NC21)S(=O)CC2=C(C=CC=C2)N.CC2=CC=CC=1NC(=NC12)S(=O)CC1=C(C=CC=C1)N (2-[[(4-Methyl-1H-benzimidazol-2-yl)sulfinyl]methyl]benzenamine hemihydrate). RXN SMILES: [CH3:1][C:2]1[C:10]2[N:9]=[C:8]([S:11][CH2:12][C:13]3[CH:18]=[CH:17][CH:16]=[CH:15][C:14]=3[NH2:19])[NH:7][C:6]=2[CH:5]=[CH:4][CH:3]=1.[OH2:20]>>[OH2:20].[CH3:1][C:2]1[C:10]2[N:9]=[C:8]([S:11]([CH2:12][C:13]3[CH:18]=[CH:17][CH:16]=[CH:15][C:14]=3[NH2:19])=[O:20])[NH:7][C:6]=2[CH:5]=[CH:4][CH:3]=1.[CH3:1][C:2]1[C:10]2[N:9]=[C:8]([S:11]([CH2:12][C:13]3[CH:18]=[CH:17][CH:16]=[CH:15][C:14]=3[NH2:19])=[O:20])[NH:7][C:6]=2[CH:5]=[CH:4][CH:3]=1 |f:2.3.4|. Reported procedure: The title compound (740 mg) was prepared by the method of Example 3 using 900 mg of the title product of Example 7 instead of the title product of Example 2. Analysis. Calc'd. for C15H15N3OS*½ H2O: C, 61.20; H,5.48; N, 14.27; S, 10.89. Found: C, 61.21; H, 5.05; N, 13.88; S, 11.12. Reactants: Cc1ccc(S(=O)(=O)OCC2CN(Cc3ccccc3)CC2c2ccc(Cl)c(Cl)c2)cc1, C1CCOC1, CN. The product is CNCC1CN(Cc2ccccc2)CC1c1ccc(Cl)c(Cl)c1. RXN SMILES: [CH2:1]([c:2]1[cH:3][cH:4][cH:5][cH:6][cH:7]1)[N:8]1[CH2:9][CH:10]([CH2:21][O:22][S:23]([c:24]2[cH:25][cH:26][c:27]([CH3:28])[cH:29][cH:30]2)(=[O:31])=[O:32])[CH:11]([c:13]2[cH:14][c:15]([Cl:20])[c:16]([Cl:19])[cH:17][cH:18]2)[CH2:12]1.[CH2:35]1[O:36][CH2:37][CH2:38][CH2:39]1.[CH3:33][NH2:34]>>[CH2:1]([c:2]1[cH:3][cH:4][cH:5][cH:6][cH:7]1)[N:8]1[CH2:9][CH:10]([CH2:21][NH:34][CH3:33])[CH:11]([c:13]2[cH:14][c:15]([Cl:20])[c:16]([Cl:19])[cH:17][cH:18]2)[CH2:12]1.